From a dataset of the Open Reaction Database (ORD), a public repository of structured organic reaction records. describe an organic reaction: reactants, conditions, products, and yield The reactants are IC1=C(OCCCCCCCCCCCCCCC(=O)O)C(=CC(=C1)I)I (15-(2,4,6-triiodophenoxy)pentadecanoic acid), C(CC(=O)OCC)(=O)OCC (diethyl malonate). Product: IC1=C(OCCCCCCCCCCCCCCCCC(=O)O)C(=CC(=C1)I)I (17-(2,4,6-triiodophenoxy)heptadecanoic acid). RXN SMILES: [I:1][C:2]1[CH:25]=[C:24]([I:26])[CH:23]=[C:22]([I:27])[C:3]=1[O:4][CH2:5][CH2:6][CH2:7][CH2:8][CH2:9][CH2:10][CH2:11][CH2:12][CH2:13][CH2:14][CH2:15][CH2:16][CH2:17][CH2:18][C:19](O)=O.C(OCC)(=O)[CH2:29][C:30]([O:32]CC)=[O:31]>>[I:1][C:2]1[CH:25]=[C:24]([I:26])[CH:23]=[C:22]([I:27])[C:3]=1[O:4][CH2:5][CH2:6][CH2:7][CH2:8][CH2:9][CH2:10][CH2:11][CH2:12][CH2:13][CH2:14][CH2:15][CH2:16][CH2:17][CH2:18][CH2:19][CH2:29][C:30]([OH:32])=[O:31]. Procedure: According to the method described in Arch. Pharm. (Weinheim) 328, 271 (1995), addition of two carbon atoms was performed to 15-(2,4,6-triiodophenoxy)pentadecanoic acid by using diethyl malonate to obtain 17-(2,4,6-triiodophenoxy)heptadecanoic acid. The reactants are B.C1CCOC1 (BH3.THF), B1(N2CCC[C@@H]2C(O1)(C3=CC=CC=C3)C4=CC=CC=C4)C ((R)-(+)-2-methyl-CBS-oxazaborolidine), ClCC(=O)C1=CC=C(C=C1)F (2-chloro-4′-fluoro-acetophenone). Run in C1CCOC1 (THF). Run at time 45 minute. Yields the product ClC[C@H](O)C1=CC=C(C=C1)F ((1R)-2-Chloro-1-(4-fluoro-phenyl)-ethanol). RXN SMILES: B.C1COCC1.B1(C)OC(C2C=CC=CC=2)(C2C=CC=CC=2)[C@@H]2N1CCC2.[Cl:28][CH2:29][C:30]([C:32]1[CH:37]=[CH:36][C:35]([F:38])=[CH:34][CH:33]=1)=[O:31]>C1COCC1>[Cl:28][CH2:29][C@@H:30]([C:32]1[CH:37]=[CH:36][C:35]([F:38])=[CH:34][CH:33]=1)[OH:31] |f:0.1|. Procedure: To a solution consisting of BH3.THF (1 M, 150 mL) and (R)-(+)-2-methyl-CBS-oxazaborolidine (1 M in THF) (2.14 mL) was added a second solution consisting of 2-chloro-4′-fluoro-acetophenone (37.0 g, 214 mmol) and THF (100 ml) over 1 h at rt. The resultant colorless reaction mixture was stirred for 45 min and then quenched with MeOH (75 mL). The solvent was removed in vacuo leaving the title compound as pale yellow oil, which was used without further purification (37 g, 100%) Reactants: CC(C)(C)Cn1c(CN2C(=O)CC3(CCN(C(=O)OC(C)(C)C)CC3)C2=O)cc2cnc(C#N)nc21, ClCCl, O=C(O)C(F)(F)F. Yields the product CC(C)(C)Cn1c(CN2C(=O)CC3(CCNCC3)C2=O)cc2cnc(C#N)nc21. Reaction SMILES: [C:1]([O:2][C:3](=[O:4])[N:8]1[CH2:9][CH2:10][C:11]2([CH2:12][C:13](=[O:34])[N:14]([CH2:17][c:18]3[cH:19][c:20]4[c:21]([n:22][c:23]([C:26]#[N:27])[n:24][cH:25]4)[n:28]3[CH2:29][C:30]([CH3:31])([CH3:32])[CH3:33])[C:15]2=[O:16])[CH2:35][CH2:36]1)([CH3:5])([CH3:6])[CH3:7].[Cl:37][CH2:38][Cl:39].[F:40][C:41]([F:42])([F:43])[C:44]([OH:45])=[O:46]>>[NH:8]1[CH2:9][CH2:10][C:11]2([CH2:12][C:13](=[O:34])[N:14]([CH2:17][c:18]3[cH:19][c:20]4[c:21]([n:22][c:23]([C:26]#[N:27])[n:24][cH:25]4)[n:28]3[CH2:29][C:30]([CH3:31])([CH3:32])[CH3:33])[C:15]2=[O:16])[CH2:35][CH2:36]1.